Dataset: the Open Reaction Database (ORD), a public repository of structured organic reaction records. Task: describe an organic reaction: reactants, conditions, products, and yield The reactants are O=C([O-])O, CC(=O)O, COc1ccccc1N1CCN(CC2CCc3ccccc3C2O)CC1, [Na+], O, O=S(=O)(O)O. Yields the product COc1ccccc1N1CCN(CC2=Cc3ccccc3CC2)CC1. Reaction SMILES: [C:27](=[O:28])([OH:29])[O-:30].[C:32]([OH:33])(=[O:34])[CH3:35].[CH3:1][O:2][c:3]1[c:4]([N:9]2[CH2:10][CH2:11][N:12]([CH2:15][CH:16]3[CH:17]([OH:26])[c:18]4[cH:19][cH:20][cH:21][cH:22][c:23]4[CH2:24][CH2:25]3)[CH2:13][CH2:14]2)[cH:5][cH:6][cH:7][cH:8]1.[Na+:31].[OH2:41].[S:36](=[O:37])(=[O:38])([OH:39])[OH:40]>>[CH3:1][O:2][c:3]1[c:4]([N:9]2[CH2:10][CH2:11][N:12]([CH2:15][C:16]3=[CH:17][c:18]4[cH:19][cH:20][cH:21][cH:22][c:23]4[CH2:24][CH2:25]3)[CH2:13][CH2:14]2)[cH:5][cH:6][cH:7][cH:8]1.